Dataset: the Open Reaction Database (ORD), a public repository of structured organic reaction records. Task: describe an organic reaction: reactants, conditions, products, and yield Reactants: CCC1(CC)OC(=O)N(CCC(C)(C)NCC(O)c2cc(OCc3ccccc3)cc3[nH]c(=O)ccc23)c2ccccc21, CO, [H][H]. Yields the product CCC1(CC)OC(=O)N(CCC(C)(C)NCC(O)c2cc(O)cc3[nH]c(=O)ccc23)c2ccccc21. Reaction SMILES: [CH2:1]([c:2]1[cH:3][cH:4][cH:5][cH:6][cH:7]1)[O:8][c:9]1[cH:10][c:11]([CH:20]([CH2:21][NH:22][C:23]([CH2:24][CH2:25][N:26]2[C:27](=[O:40])[O:28][C:29]([CH2:36][CH3:37])([CH2:38][CH3:39])[c:30]3[c:31]2[cH:32][cH:33][cH:34][cH:35]3)([CH3:41])[CH3:42])[OH:43])[c:12]2[cH:13][cH:14][c:15](=[O:19])[nH:16][c:17]2[cH:18]1.[CH3:46][OH:47].[H:44][H:45]>>[OH:8][c:9]1[cH:10][c:11]([CH:20]([CH2:21][NH:22][C:23]([CH2:24][CH2:25][N:26]2[C:27](=[O:40])[O:28][C:29]([CH2:36][CH3:37])([CH2:38][CH3:39])[c:30]3[c:31]2[cH:32][cH:33][cH:34][cH:35]3)([CH3:41])[CH3:42])[OH:43])[c:12]2[cH:13][cH:14][c:15](=[O:19])[nH:16][c:17]2[cH:18]1. The reactants are O=C(O)c1ccc(Br)cc1[N+](=O)[O-], O=C([O-])[O-], COS(=O)(=O)OC, CC(C)=O, [K+], [K+]. Yields the product COC(=O)c1ccc(Br)cc1[N+](=O)[O-]. RXN SMILES: [Br:1][c:2]1[cH:3][c:4]([N+:11](=[O:12])[O-:13])[c:5]([C:6](=[O:7])[OH:8])[cH:9][cH:10]1.[C:14](=[O:15])([O-:16])[O-:17].[CH3:20][O:21][S:22]([O:23][CH3:24])(=[O:25])=[O:26].[CH3:27][C:28](=[O:29])[CH3:30].[K+:18].[K+:19]>>[Br:1][c:2]1[cH:3][c:4]([N+:11](=[O:12])[O-:13])[c:5]([C:6](=[O:7])[O:8][CH3:14])[cH:9][cH:10]1. Reactants: NC1=C2COC(C2=CC=C1)=O (4-Aminoisobenzofuran-1(3H)-one), N1=C(C=CC=C1)C=O (picolinaldehyde), [O-]S(=O)(=O)[O-].[Mg+2] (MgSO4). The solvent is ClCCl (dichloromethane). The product is N1=C(C=CC=C1)\C=N\C1=C2COC(C2=CC=C1)=O ((E)-4-(pyridin-2-ylmethyleneamino) isobenzofuran-1(3H)-one). Yield: 49.9%. As a reaction SMILES: [NH2:1][C:2]1[CH:10]=[CH:9][CH:8]=[C:7]2[C:3]=1[CH2:4][O:5][C:6]2=[O:11].[N:12]1[CH:17]=[CH:16][CH:15]=[CH:14][C:13]=1[CH:18]=O.[O-]S([O-])(=O)=O.[Mg+2]>ClCCl>[N:12]1[CH:17]=[CH:16][CH:15]=[CH:14][C:13]=1/[CH:18]=[N:1]/[C:2]1[CH:10]=[CH:9][CH:8]=[C:7]2[C:3]=1[CH2:4][O:5][C:6]2=[O:11] |f:2.3|. Procedure details: 4-Aminoisobenzofuran-1(3H)-one (600 mg, 4 mmol), picolinaldehyde (856 mg, 8 mmol) and 1 g of MgSO4 were added into 40 mL of dichloromethane and the mixture was stirred under reflux overnight, then the mixture was evaporated under reduced pressure and the residues was dried in vacuum. 476 mg of (E)-4-(pyridin-2-ylmethyleneamino) isobenzofuran-1(3H)-one was obtained. A mixture of (E)-4-(pyridin-2-ylmethyleneamino) isobenzofuran-1(3H)-one (476 mg, 2 mmol), benzaldehyde (212 mg, 2 mmol), sodium meth... Reactants: 70, C1(=CC=CC=C1)CC(=O)C=1C=NC=CC1 (2-phenyl-1-(3-pyridinyl)ethanone), CN(C=O)C (N,N-dimethylformamide), [K] (potassium), IC (iodomethane). Run in O (water), CC(C)(C)O (2-methyl-2-propanol). Conditions: time 30 minute. Product: C1(=CC=CC=C1)C(C(=O)C=1C=NC=CC1)C (2-phenyl-1-(3-pyridinyl)-1-propanone), intermediate 8. Isolated yield 40.0%. As a reaction SMILES: [C:1]1([CH2:7][C:8]([C:10]2[CH:11]=[N:12][CH:13]=[CH:14][CH:15]=2)=[O:9])[CH:6]=[CH:5][CH:4]=[CH:3][CH:2]=1.[CH3:16]N(C)C=O.[K].IC>O.CC(O)(C)C>[C:1]1([CH:7]([CH3:16])[C:8]([C:10]2[CH:11]=[N:12][CH:13]=[CH:14][CH:15]=2)=[O:9])[CH:2]=[CH:3][CH:4]=[CH:5][CH:6]=1 |^1:20|. Procedure details: To a stirred and cooled (0° C.) solution of 70 parts of 2-phenyl-1-(3-pyridinyl)ethanone in 225 parts of N,N-dimethylformamide were added dropwise 46.9 parts of 2-methyl-2-propanol, potassium salt under nitrogen atmosphere. Upon complete addition, stirring was continued for 30 minutes at 0° C. The reaction mixture was allowed to reach room temperature and 70 parts of iodomethane were added. The reaction mixture was allowed to stand at room temperature for 8 hours. The mixture was poured into wat... Starting materials: O.C1(=CC=C(C=C1)C(=O)[C@@]([C@@](C(=O)O)(O)C(=O)C1=CC=C(C=C1)C)(O)C(=O)O)C.C(CC)N1C=NC=C1C[S@](=O)C1=CC=C(N)C=C1 ((S)-4-(((1-propylimidazol-5-yl)methyl)sulfinyl)aniline di-p-toluoyl-D-tartrate monohydrate). Run in C(C)(=O)OCC (ethyl acetate). Product: C(CC)N1C=NC=C1CS(=O)C1=CC=C(N)C=C1 (4-(((1-propylimidazol-5-yl)methyl)sulfinyl)aniline). RXN SMILES: O.C1(C)C=CC(C([C@](C(O)=O)(O)[C@](C(C2C=CC(C)=CC=2)=O)(O)C(O)=O)=O)=CC=1.[CH2:30]([N:33]1[C:37]([CH2:38][S@@:39]([C:41]2[CH:47]=[CH:46][C:44]([NH2:45])=[CH:43][CH:42]=2)=[O:40])=[CH:36][N:35]=[CH:34]1)[CH2:31][CH3:32]>C(OCC)(=O)C>[CH2:30]([N:33]1[C:37]([CH2:38][S:39]([C:41]2[CH:42]=[CH:43][C:44]([NH2:45])=[CH:46][CH:47]=2)=[O:40])=[CH:36][N:35]=[CH:34]1)[CH2:31][CH3:32] |f:0.1.2|. Procedure: (S)-4-(((1-propylimidazol-5-yl)methyl)sulfinyl)aniline di-p-toluoyl-D-tartrate monohydrate (479 mg) was dissolved in ethyl acetate (5 ml) and 1 N hydrochloric acid (2.44 ml), followed by separation. To the aqueous layer was added an aqueous 25% potassium carbonate solution (2.44 ml), followed by extraction with 2-propanol-ethyl acetate (1:4) twice. The organic layers were combined, washed with saturated brine and dried over magnesium sulfate, and then the solvent was distilled off under reduced ... Reactants: C1(=CC=CC=C1)CC[Mg]Br (2-phenylethyl magnesium bromide), C1(=CC=CC=C1)CCC[Mg]Br (3-phenylpropyl magnesium bromide), C1(=CC=CC=C1)[Mg]Cl (phenyl magnesium chloride), C1(=CC=CC=C1)CC[Mg]Cl (2-phenylethyl magnesium chloride), C[Mg]Cl (methyl magnesium chloride). The product is C(C1=CC=CC=C1)[Mg]Cl (benzyl magnesium chloride), amines. As a reaction SMILES: [C:1]1([Mg]Cl)[CH:6]=[CH:5][CH:4]=[CH:3][CH:2]=1.C1(C[CH2:16][Mg:17][Cl:18])C=CC=CC=1.C1(CC[Mg]Br)C=CC=CC=1.C1(CCC[Mg]Br)C=CC=CC=1.C[Mg]Cl>>[CH2:16]([Mg:17][Cl:18])[C:1]1[CH:2]=[CH:3][CH:4]=[CH:5][CH:6]=1. Procedure details: The same procedures as described in Preparation Example 1 were repeated using phenyl magnesium chloride, 2-phenylethyl magnesium chloride, 2-phenylethyl magnesium bromide, 3-phenylpropyl magnesium bromide and methyl magnesium chloride, respectively, in place of benzyl magnesium chloride to obtain functionalized amines. Each compound obtained in Preparation Examples 4 to 7 and physical properties thereof are given below in table 4. The reactants are CCc1ccc(C2CCCN2)cc1, O=S(=O)(Cl)c1ccc(F)cc1. The product is CCc1ccc(C2CCCN2S(=O)(=O)c2ccc(F)cc2)cc1. RXN SMILES: [CH2:1]([CH3:2])[c:3]1[cH:4][cH:5][c:6]([CH:9]2[NH:10][CH2:11][CH2:12][CH2:13]2)[cH:7][cH:8]1.[F:14][c:15]1[cH:16][cH:17][c:18]([S:21](=[O:22])(=[O:23])[Cl:24])[cH:19][cH:20]1>>[CH2:1]([CH3:2])[c:3]1[cH:4][cH:5][c:6]([CH:9]2[N:10]([S:21]([c:18]3[cH:17][cH:16][c:15]([F:14])[cH:20][cH:19]3)(=[O:22])=[O:23])[CH2:11][CH2:12][CH2:13]2)[cH:7][cH:8]1. Starting materials: COC(=O)c1ccc(C#C[Se]c2cc(OCc3ccc(F)c(F)c3)c3c(c2)C(C)(C)CCC3(C)C)cc1, [Na+], [OH-]. Yields the product CC1(C)CCC(C)(C)c2c(OCc3ccc(F)c(F)c3)cc([Se]C#Cc3ccc(C(=O)O)cc3)cc21. RXN SMILES: [CH3:1][C:2]1([CH3:37])[c:3]2[c:4]([O:27][CH2:28][c:29]3[cH:30][c:31]([F:36])[c:32]([F:35])[cH:33][cH:34]3)[cH:5][c:6]([Se:14][C:15]#[C:16][c:17]3[cH:18][cH:19][c:20]([C:21](=[O:22])[O:23][CH3:24])[cH:25][cH:26]3)[cH:7][c:8]2[C:9]([CH3:12])([CH3:13])[CH2:10][CH2:11]1.[Na+:39].[OH-:38]>>[CH3:1][C:2]1([CH3:37])[c:3]2[c:4]([O:27][CH2:28][c:29]3[cH:30][c:31]([F:36])[c:32]([F:35])[cH:33][cH:34]3)[cH:5][c:6]([Se:14][C:15]#[C:16][c:17]3[cH:18][cH:19][c:20]([C:21](=[O:22])[OH:23])[cH:25][cH:26]3)[cH:7][c:8]2[C:9]([CH3:12])([CH3:13])[CH2:10][CH2:11]1.